From a dataset of the Open Reaction Database (ORD), a public repository of structured organic reaction records. describe an organic reaction: reactants, conditions, products, and yield Reactants: COC(CN1C(CN=C(C2=C1C=CC(=C2)Br)C2=NC=CC=C2)=O)=O (7-bromo-2,3-dihydro-5-(2-pyridyl)-2-oxo-1H-1,4-benzodiazepin-1-acetic acid methyl ester), P12(=S)SP3(=S)SP(=S)(S1)SP(=S)(S2)S3 (phosphorus pentasulfide), N1=CC=CC=C1 (pyridine). Run in C(Cl)Cl.O (methylene chloride water). Product: COC(CN1C(CN=C(C2=C1C=CC(=C2)Br)C2=NC=CC=C2)=S)=O (7-bromo-2,3-dihydro-5-(2-pyridyl)-2-thioxo-1H-1,4-benzodiazepin-1-acetic acid methyl ester). Reaction SMILES: [CH3:1][O:2][C:3](=[O:24])[CH2:4][N:5]1[C:11]2[CH:12]=[CH:13][C:14]([Br:16])=[CH:15][C:10]=2[C:9]([C:17]2[CH:22]=[CH:21][CH:20]=[CH:19][N:18]=2)=[N:8][CH2:7][C:6]1=O.P12(SP3(SP(SP(S3)(S1)=S)(=S)S2)=S)=[S:26].N1C=CC=CC=1>C(Cl)Cl.O>[CH3:1][O:2][C:3](=[O:24])[CH2:4][N:5]1[C:11]2[CH:12]=[CH:13][C:14]([Br:16])=[CH:15][C:10]=2[C:9]([C:17]2[CH:22]=[CH:21][CH:20]=[CH:19][N:18]=2)=[N:8][CH2:7][C:6]1=[S:26] |f:3.4|. Reported procedure: A mixture of 0.01 mole of 7-bromo-2,3-dihydro-5-(2-pyridyl)-2-oxo-1H-1,4-benzodiazepin-1-acetic acid methyl ester, 0.0105 mole of phosphorus pentasulfide and 100 ml. of pyridine is heated under reflux for about 24 hours. The mixture is evaporated and the residue thus obtained is dissolved in methylene chloride-water. The organic layer is separated, washed with saturated sodium bicarbonate solution, dried over anhydrous magnesium sulfate and evaporated to remove the solvent. The residue thus obta...